From a dataset of the Open Reaction Database (ORD), a public repository of structured organic reaction records. describe an organic reaction: reactants, conditions, products, and yield The product is O=C1CCN(C2(c3ccccc3)CCCCC2)CC1. The reactants are CC(=O)O, OC1CCN(C2(c3ccccc3)CCCCC2)CC1. As a reaction SMILES: [CH3:20][C:21](=[O:22])[OH:23].[c:1]1([C:7]2([N:13]3[CH2:14][CH2:15][CH:16]([OH:19])[CH2:17][CH2:18]3)[CH2:8][CH2:9][CH2:10][CH2:11][CH2:12]2)[cH:2][cH:3][cH:4][cH:5][cH:6]1>>[c:1]1([C:7]2([N:13]3[CH2:14][CH2:15][C:16](=[O:19])[CH2:17][CH2:18]3)[CH2:8][CH2:9][CH2:10][CH2:11][CH2:12]2)[cH:2][cH:3][cH:4][cH:5][cH:6]1. The product is ClC1=C(C(C2=CC=CC=C2C1=O)=O)N1CCN(CC1)C(=O)OCC(C)C (4-(3-Chloro-1,4-dihydro-1,4-dioxo-2-naphthalenyl)-1-piperazinecarboxylic acid, 2-methylpropyl ester). Procedure: A solution of 830 mg of 3-chloro-2-piperazinyl 1,4-naphthoquinone in 50 ml of tetrahydrofuran was added dropwise to a solution of 0.39 ml of butyl chloroformate in 10 ml of tetrahydrofuran. This mixture was stirred for 20 minutes, then filtered and the filtrate concentrated to an oil. The oil was crystallized from ether/hexane, giving 360 mg of the desired product, mp 92-94°C. Reaction SMILES: [Cl:1][C:2]1[C:11](=[O:12])[C:10]2[C:5](=[CH:6][CH:7]=[CH:8][CH:9]=2)[C:4](=[O:13])[C:3]=1[N:14]1[CH2:19][CH2:18][NH:17][CH2:16][CH2:15]1.Cl[C:21]([O:23][CH2:24][CH2:25][CH2:26]C)=[O:22].O1CCC[CH2:29]1>>[Cl:1][C:2]1[C:11](=[O:12])[C:10]2[C:5](=[CH:6][CH:7]=[CH:8][CH:9]=2)[C:4](=[O:13])[C:3]=1[N:14]1[CH2:19][CH2:18][N:17]([C:21]([O:23][CH2:24][CH:25]([CH3:26])[CH3:29])=[O:22])[CH2:16][CH2:15]1. Reactants: ClC1=C(C(C2=CC=CC=C2C1=O)=O)N1CCNCC1 (3-chloro-2-piperazinyl 1,4-naphthoquinone), ClC(=O)OCCCC (butyl chloroformate), O1CCCC1 (tetrahydrofuran), O1CCCC1 (tetrahydrofuran). Run at time 20 minute. Starting materials: C(C)(C)(C)OC(=O)N1CCC(CC1)OC1=CC=C(C=C1)S(N(C1=CC(=CC=C1)F)C1CCC1)(=O)=O (4-{4-[cyclobutyl-(3-fluoro-phenyl)-sulfamoyl]-phenoxy}-piperidine-1-carboxylic acid tert-butyl ester), C(=O)(C(F)(F)F)O (TFA). Run in C(Cl)Cl (DCM). Run at time 30 minute. The product is C1(CCC1)N(S(=O)(=O)C1=CC=C(C=C1)OC1CCNCC1)C1=CC(=CC=C1)F (N-cyclobutyl-N-(3-fluoro-phenyl)-4-(piperidin-4-yloxy)-benzenesulfonamide). Isolated yield 73.7%. RXN SMILES: C(OC([N:8]1[CH2:13][CH2:12][CH:11]([O:14][C:15]2[CH:20]=[CH:19][C:18]([S:21](=[O:35])(=[O:34])[N:22]([CH:30]3[CH2:33][CH2:32][CH2:31]3)[C:23]3[CH:28]=[CH:27][CH:26]=[C:25]([F:29])[CH:24]=3)=[CH:17][CH:16]=2)[CH2:10][CH2:9]1)=O)(C)(C)C.C(O)(C(F)(F)F)=O>C(Cl)Cl>[CH:30]1([N:22]([C:23]2[CH:28]=[CH:27][CH:26]=[C:25]([F:29])[CH:24]=2)[S:21]([C:18]2[CH:19]=[CH:20][C:15]([O:14][CH:11]3[CH2:10][CH2:9][NH:8][CH2:13][CH2:12]3)=[CH:16][CH:17]=2)(=[O:35])=[O:34])[CH2:33][CH2:32][CH2:31]1. Procedure: To a solution of 4-{4-[cyclobutyl-(3-fluoro-phenyl)-sulfamoyl]-phenoxy}-piperidine-1-carboxylic acid tert-butyl ester (330 mg, 655 μmol) in DCM (9 mL) was added TFA (1 mL) and then the reaction was stirred at room temperature for 30 minutes. The reaction was concentrated and then purified by SCX eluting with 2 M NH3 in MeOH to give N-cyclobutyl-N-(3-fluoro-phenyl)-4-(piperidin-4-yloxy)-benzenesulfonamide (195 mg, 483 μmol). To a solution of N-cyclobutyl-N-(3-fluoro-phenyl)-4-(piperidin-4-yloxy)-... Starting materials: COC(=O)c1c(O)c2cc(Cl)c(Cl)n2n(Cc2ccc(F)cc2)c1=O, NCC(=O)[O-], [Na+]. Product: O=C(O)CNC(=O)c1c(O)c2cc(Cl)c(Cl)n2n(Cc2ccc(F)cc2)c1=O. RXN SMILES: [CH3:1][O:2][C:3](=[O:4])[c:5]1[c:6]([OH:25])[c:7]2[n:8]([n:9]([CH2:12][c:13]3[cH:14][cH:15][c:16]([F:19])[cH:17][cH:18]3)[c:10]1=[O:11])[c:20]([Cl:24])[c:21]([Cl:23])[cH:22]2.[NH2:26][CH2:27][C:28](=[O:29])[O-:30].[Na+:31]>>[C:3](=[O:4])([c:5]1[c:6]([OH:25])[c:7]2[n:8]([n:9]([CH2:12][c:13]3[cH:14][cH:15][c:16]([F:19])[cH:17][cH:18]3)[c:10]1=[O:11])[c:20]([Cl:24])[c:21]([Cl:23])[cH:22]2)[NH:26][CH2:27][C:28](=[O:29])[OH:30]. Yields the product COc1ccc([N+](=O)[O-])cc1C1CC1. RXN SMILES: [Br:21][c:22]1[c:23]([O:31][CH3:32])[cH:24][cH:25][c:26]([N+:28](=[O:29])[O-:30])[cH:27]1.[CH2:10]1[O:11][CH2:12][CH2:13][CH2:14]1.[CH2:15]([Br:16])[C:17]#[CH:18].[CH2:34]1[O:35][CH2:36][CH2:37][CH2:38]1.[CH:1]12[BH:4][CH:3]([CH2:2][CH2:8][CH2:9]1)[CH2:5][CH2:6][CH2:7]2.[Na+:20].[OH-:19].[OH2:33].[cH:39]1[cH:40][cH:41][c:42]([P:43]([Pd:44]([P:45]([c:46]2[cH:47][cH:48][cH:49][cH:50][cH:51]2)([c:52]2[cH:53][cH:54][cH:55][cH:56][cH:57]2)[c:58]2[cH:59][cH:60][cH:61][cH:62][cH:63]2)([P:64]([c:65]2[cH:66][cH:67][cH:68][cH:69][cH:70]2)([c:71]2[cH:72][cH:73][cH:74][cH:75][cH:76]2)[c:77]2[cH:78][cH:79][cH:80][cH:81][cH:82]2)[P:83]([c:84]2[cH:85][cH:86][cH:87][cH:88][cH:89]2)([c:90]2[cH:91][cH:92][cH:93][cH:94][cH:95]2)[c:96]2[cH:97][cH:98][cH:99][cH:100][cH:101]2)([c:102]2[cH:103][cH:104][cH:105][cH:106][cH:107]2)[c:108]2[cH:109][cH:110][cH:111][cH:112][cH:113]2)[cH:114][cH:115]1>>[CH2:1]1[CH:8]([c:22]2[c:23]([O:31][CH3:32])[cH:24][cH:25][c:26]([N+:28](=[O:29])[O-:30])[cH:27]2)[CH2:9]1. Reactants: COc1ccc([N+](=O)[O-])cc1Br, C1CCOC1, C#CCBr, C1CCOC1, B1C2CCCC1CCC2, [Na+], [OH-], O, c1ccc(P(c2ccccc2)(c2ccccc2)[Pd](P(c2ccccc2)(c2ccccc2)c2ccccc2)(P(c2ccccc2)(c2ccccc2)c2ccccc2)P(c2ccccc2)(c2ccccc2)c2ccccc2)cc1. Reactants: ClC=1C=C2C(=C(C(C(C2=CC1)(C)C)=O)C(=O)N[C@@H](C)C(=O)OC(C)(C)C)O (1,1-dimethylethyl N-((6-chloro-4-hydroxy-1,1-dimethyl-2-oxo-naphthalen-3-yl)carbonyl)-L-alaninate), C(=O)(C(F)(F)F)O (TFA). Conditions: time 30 minute. Yields the product ClC=1C=C2C(=C(C(C(C2=CC1)(C)C)=O)C(=O)N[C@@H](C)C(=O)O)O (N-((6-Chloro-4-hydroxy-1,1-dimethyl-2-oxo-naphthalen-3-yl)carbonyl)-L-alanine). Yield: 80.2%. Reaction SMILES: [Cl:1][C:2]1[CH:3]=[C:4]2[C:9](=[CH:10][CH:11]=1)[C:8]([CH3:13])([CH3:12])[C:7](=[O:14])[C:6]([C:15]([NH:17][C@H:18]([C:20]([O:22]C(C)(C)C)=[O:21])[CH3:19])=[O:16])=[C:5]2[OH:27].C(O)(C(F)(F)F)=O>>[Cl:1][C:2]1[CH:3]=[C:4]2[C:9](=[CH:10][CH:11]=1)[C:8]([CH3:13])([CH3:12])[C:7](=[O:14])[C:6]([C:15]([NH:17][C@H:18]([C:20]([OH:22])=[O:21])[CH3:19])=[O:16])=[C:5]2[OH:27]. Reported procedure: To 1,1-dimethylethyl N-((6-chloro-4-hydroxy-1,1-dimethyl-2-oxo-naphthalen-3-yl)carbonyl)-L-alaninate (320 mg, 812 μmol) was added TFA (2 mL) at ambient temperature. The mixture was stirred for 30 minutes and was then concentrated, precipitated with hexanes, filtered, washed, and dried in a vacuum oven to give the title compound (220 mg) as a white solid. MS (m/z)=338 (M+H)+. Calculated for C16H16ClNO5 337.07. Starting materials: ClC(Cl)Cl, Cn1nc(C(F)(F)F)c(CSC2=NOC(C)(C)C2)c1Cl, O=C(OO)c1cccc(Cl)c1, O. Yields the product Cn1nc(C(F)(F)F)c(CS(=O)(=O)C2=NOC(C)(C)C2)c1Cl. Reaction SMILES: [CH:33]([Cl:34])([Cl:35])[Cl:36].[Cl:12][c:13]1[c:14]([CH2:23][S:24][C:25]2=[N:26][O:27][C:28]([CH3:30])([CH3:31])[CH2:29]2)[c:15]([C:19]([F:20])([F:21])[F:22])[n:16][n:17]1[CH3:18].[Cl:1][c:2]1[cH:3][cH:4][cH:5][c:6]([C:7]([O:8][OH:10])=[O:9])[cH:11]1.[OH2:32]>>[O:9]=[S:24]([CH2:23][c:14]1[c:13]([Cl:12])[n:17]([CH3:18])[n:16][c:15]1[C:19]([F:20])([F:21])[F:22])([C:25]1=[N:26][O:27][C:28]([CH3:30])([CH3:31])[CH2:29]1)=[O:32]. Starting materials: C1CCOC1 (THF), C(=O)(O)[O-].[Na+] (NaHCO3), ClCC(=O)Cl (2-chloroacetyl chloride), ClCC(=O)Cl (2-chloroacetyl chloride), NC=1C=C(C=CC1)C1=NC2=CC=CC=C2C(=N1)NC=1C=C2C=NN(C2=CC1)C(=O)OC(C)(C)C (tert-butyl 5-(2-(3-aminophenyl)quinazolin-4-ylamino)-1H-indazole-1-carboxylate). Solvent: CCOC(=O)C (EtOAc). Conditions: time 2.5 hour. Yields the product ClCC(=O)NC=1C=C(C=CC1)C1=NC2=CC=CC=C2C(=N1)NC=1C=C2C=NN(C2=CC1)C(=O)OC(C)(C)C (tert-butyl 5-(2-(3-(2-chloroacetamido)phenyl)quinazolin-4-ylamino)-1H-indazole-1-carboxylate). As a reaction SMILES: [NH2:1][C:2]1[CH:3]=[C:4]([C:8]2[N:17]=[C:16]([NH:18][C:19]3[CH:20]=[C:21]4[C:25](=[CH:26][CH:27]=3)[N:24]([C:28]([O:30][C:31]([CH3:34])([CH3:33])[CH3:32])=[O:29])[N:23]=[CH:22]4)[C:15]3[C:10](=[CH:11][CH:12]=[CH:13][CH:14]=3)[N:9]=2)[CH:5]=[CH:6][CH:7]=1.C1COCC1.C([O-])(O)=O.[Na+].[Cl:45][CH2:46][C:47](Cl)=[O:48]>CCOC(C)=O>[Cl:45][CH2:46][C:47]([NH:1][C:2]1[CH:3]=[C:4]([C:8]2[N:17]=[C:16]([NH:18][C:19]3[CH:20]=[C:21]4[C:25](=[CH:26][CH:27]=3)[N:24]([C:28]([O:30][C:31]([CH3:34])([CH3:33])[CH3:32])=[O:29])[N:23]=[CH:22]4)[C:15]3[C:10](=[CH:11][CH:12]=[CH:13][CH:14]=3)[N:9]=2)[CH:5]=[CH:6][CH:7]=1)=[O:48] |f:2.3|. Procedure: To a suspension of tert-butyl 5-(2-(3-aminophenyl)quinazolin-4-ylamino)-1H-indazole-1-carboxylate (1.0 g, 2.21 mmol) in EtOAc:THF:sat'd NaHCO3 (110 mL: 30 mL: 50 mL) was added 2-chloroacetyl chloride (1 mL, 12.6 mmol) and stirred at RT for 2.5 hr. The reaction mixture was stirred at RT for 1.5 h. Another addition of 2-chloroacetyl chloride (0.5 mL) was added and continued to stir for 2 h. Concentrated in vacuo to remove volatiles and residue was washed with 5% citric acid (2×50 mL), water (2×100... Starting materials: CCO, O=Cc1ccccc1, ONc1ccc(Cl)cc1, [O-][N+](Cl)=C(c1ccccc1)c1ccccc1. Yields the product [O-][N+](=Cc1ccccc1)c1ccc(Cl)cc1. RXN SMILES: [CH3:34][CH2:35][OH:36].[CH:10](=[O:11])[c:12]1[cH:13][cH:14][cH:15][cH:16][cH:17]1.[Cl:1][c:2]1[cH:3][cH:4][c:5]([NH:8][OH:9])[cH:6][cH:7]1.[c:18]1([C:19]([c:20]2[cH:21][cH:22][cH:23][cH:24][cH:25]2)=[N+:26]([Cl:27])[O-:28])[cH:29][cH:30][cH:31][cH:32][cH:33]1>>[Cl:1][c:2]1[cH:3][cH:4][c:5]([N+:8]([O-:9])=[CH:10][c:12]2[cH:13][cH:14][cH:15][cH:16][cH:17]2)[cH:6][cH:7]1. Reaction SMILES: C(OC(=O)/C=[C:11](/[C:13]1C=CC=C[N:14]=1)\C)C1C=CC=CC=1.C([O:27]C(=O)/C=C(\C1C=CC=CN=1)/C)C1C=CC=CC=1.[CH2:39]1[CH2:43][O:42][CH2:41][CH2:40]1>[Pd]>[N:14]1[CH:13]=[CH:11][CH:43]=[CH:39][C:40]=1[C:41]([OH:27])=[O:42]. Product: N1=C(C=CC=C1)C(=O)O (Pyridinecarboxylic Acid). The reagents and catalysts are [Pd] (palladium on activated carbon). Starting materials: C(C1=CC=CC=C1)OC(\C=C(/C)\C1=NC=CC=C1)=O ((E)-3-pyridin-2-yl-but-2-enoic acid benzyl ester), C(C1=CC=CC=C1)OC(\C=C(\C)/C1=NC=CC=C1)=O ((Z)-3-pyridin-2-yl-but-2-enoic acid benzyl ester), C1CCOC1 (THF). Run at temperature 50 celsius, time 16 hour. Procedure details: To a solution under N2 of (E)-3-pyridin-2-yl-but-2-enoic acid benzyl ester (1.40 g, 5.53 mmol, 1.00 eq.) and (Z)-3-pyridin-2-yl-but-2-enoic acid benzyl ester (320 mg, 1.26 mmol, 0.23 eq.) in THF (50 mL), palladium on activated carbon (10 wt. %, 200 mg) was added. The flask was evacuated and refilled with H2 (3×). The black suspension was stirred at 50° C. under an H2-atmosphere for 16 hours. The black suspension was filtered through Celite. The Celite was rinsed with THF and the filtrate was con...